This data is from the Open Reaction Database (ORD), a public repository of structured organic reaction records. The task is: describe an organic reaction: reactants, conditions, products, and yield Starting materials: COC1=CC=C(C=C1)C1=C(OC=2N=CN=C(C21)NCCCCCCC#N)C2=CC=CC=C2 (7-{[5-(4-methoxyphenyl)-6-phenylfuro[2,3-d]pyrimidin-4-yl]amino}-heptanenitrile), C[Si](C)(C)N=[N+]=[N-] (trimethylsilylazide), C(CCC)[Sn](CCCC)=O (di-n-butyltin oxide). Solvent: C1(=CC=CC=C1)C (toluene). The product is COC1=CC=C(C=C1)C1=C(OC=2N=CN=C(C21)NCCCCCCC2=NN=NN2)C2=CC=CC=C2 (5-(4-Methoxyphenyl)-6-phenyl-N-[6-(1H-tetrazol-5-yl)hexyl]furo[2,3-d]pyrimidine-4-amine). RXN SMILES: [CH3:1][O:2][C:3]1[CH:8]=[CH:7][C:6]([C:9]2[C:17]3[C:16]([NH:18][CH2:19][CH2:20][CH2:21][CH2:22][CH2:23][CH2:24][C:25]#[N:26])=[N:15][CH:14]=[N:13][C:12]=3[O:11][C:10]=2[C:27]2[CH:32]=[CH:31][CH:30]=[CH:29][CH:28]=2)=[CH:5][CH:4]=1.C[Si]([N:37]=[N+:38]=[N-:39])(C)C.C([Sn](=O)CCCC)CCC>C1(C)C=CC=CC=1>[CH3:1][O:2][C:3]1[CH:4]=[CH:5][C:6]([C:9]2[C:17]3[C:16]([NH:18][CH2:19][CH2:20][CH2:21][CH2:22][CH2:23][CH2:24][C:25]4[NH:39][N:38]=[N:37][N:26]=4)=[N:15][CH:14]=[N:13][C:12]=3[O:11][C:10]=2[C:27]2[CH:28]=[CH:29][CH:30]=[CH:31][CH:32]=2)=[CH:7][CH:8]=1. Procedure details: Stir 0.098 g (0.23 mmol) 7-{[5-(4-methoxyphenyl)-6-phenylfuro[2,3-d]pyrimidin-4-yl]amino}-heptanenitrile, 0.41 g (3.5 mmol) trimethylsilylazide and 86 mg (0.25 mmol) di-n-butyltin oxide in 5 ml toluene overnight at 80° C. After concentrating by evaporation, take up the residue in water, acidify with dilute hydrochloric acid and extract with methylene chloride. Wash the organic phase with sodium chloride solution, dry over magnesium sulphate and concentrate by evaporation. Purify the raw product ... The reactants are C(CC1=CC=CC=C1)N (phenethylamine), ClC=1C2=C(N=C(N1)C1=NC=CC=C1)SC(=C2)C(F)(F)F (4-chloro-2-(pyridin-2-yl)-6-trifluoromethyl-thieno-[2,3-d]-pyrimidine). The product is N1=C(C=CC=C1)C=1N=C(C2=C(N1)SC(=C2)C(F)(F)F)NCCC2=CC=CC=C2 (2-(pyridin-2-yl)-4-phenethylamino-6-trifluoromethyl-thieno-[2,3-d]-pyrimidine). RXN SMILES: [CH2:1]([NH2:9])[CH2:2][C:3]1[CH:8]=[CH:7][CH:6]=[CH:5][CH:4]=1.Cl[C:11]1[C:12]2[CH:25]=[C:24]([C:26]([F:29])([F:28])[F:27])[S:23][C:13]=2[N:14]=[C:15]([C:17]2[CH:22]=[CH:21][CH:20]=[CH:19][N:18]=2)[N:16]=1>>[N:18]1[CH:19]=[CH:20][CH:21]=[CH:22][C:17]=1[C:15]1[N:16]=[C:11]([NH:9][CH2:1][CH2:2][C:3]2[CH:8]=[CH:7][CH:6]=[CH:5][CH:4]=2)[C:12]2[CH:25]=[C:24]([C:26]([F:28])([F:29])[F:27])[S:23][C:13]=2[N:14]=1. Procedure: With the procedure of Example 1, the reaction of phenethylamine with 4-chloro-2-(pyridin-2-yl)-6-trifluoromethyl-thieno-[2,3-d]-pyrimidine yields 2-(pyridin-2-yl)-4-phenethylamino-6-trifluoromethyl-thieno-[2,3-d]-pyrimidine. The reactants are ClCC(OCC)=NC#N (ethyl 2-chloro-N-cyanoacetoimidate), C(#N)CC(=O)OCC (ethyl cyanoacetate), [O-]CC.[Na+] (sodium ethoxide). The solvent is C(C)O (ethanol). Run at time 1 hour. The product is ClC/C(=C(/C(=O)OCC)\C#N)/NC(=O)N (ethyl 4-chloro-2-cyano-3-ureidocrotonate). The yield is 17.9%. As a reaction SMILES: [Cl:1][CH2:2][C:3](=[N:7][C:8]#[N:9])OCC.[C:10]([CH2:12][C:13]([O:15][CH2:16][CH3:17])=[O:14])#[N:11].[O-:18]CC.[Na+]>C(O)C>[Cl:1][CH2:2]/[C:3](/[NH:7][C:8]([NH2:9])=[O:18])=[C:12](\[C:10]#[N:11])/[C:13]([O:15][CH2:16][CH3:17])=[O:14] |f:2.3|. Procedure: A solution of 20 g of ethyl 2-chloro-N-cyanoacetoimidate (20), 16.6 g of ethyl cyanoacetate (21) and 9.28 g of sodium ethoxide in ethanol (350 ml) was stirred at room temperature for 3 hours. After the reaction mixture was distilled, 140 ml of 2 N hydrochloric acid were added, followed by stirring under ice cooling for 1 hour. After the reaction mixture was neutralized with a 2 N aqueous solution of sodium hydroxide, the resultant mixture was extracted with ethyl acetate. The extract was washed ... The reactants are CNCCOc1cccc2ncnc(Nc3ccc(OCc4ccccn4)c(Cl)c3)c12, Oc1ccc(Nc2ncnc3cccc(F)c23)cc1Cl, CC(O)CN. Yields the product CC(CN)Oc1cccc2ncnc(Nc3ccc(O)c(Cl)c3)c12. As a reaction SMILES: [Cl:26][c:27]1[cH:28][c:29]([NH:30][c:31]2[c:32]3[c:33]([cH:34][cH:35][cH:36][c:37]3[O:38][CH2:39][CH2:40][NH:41][CH3:42])[n:43][cH:44][n:45]2)[cH:46][cH:47][c:48]1[O:49][CH2:50][c:51]1[cH:52][cH:53][cH:54][cH:55][n:56]1.[Cl:6][c:7]1[c:8]([OH:25])[cH:9][cH:10][c:11]([NH:13][c:14]2[n:15][cH:16][n:17][c:18]3[cH:19][cH:20][cH:21][c:22]([F:24])[c:23]23)[cH:12]1.[NH2:1][CH2:2][CH:3]([CH3:4])[OH:5]>>[NH2:1][CH2:2][CH:3]([CH3:4])[O:5][c:22]1[cH:21][cH:20][cH:19][c:18]2[n:17][cH:16][n:15][c:14]([NH:13][c:11]3[cH:10][cH:9][c:8]([OH:25])[c:7]([Cl:6])[cH:12]3)[c:23]21. The reactants are Cl (hydrochloric acid), FC(CC(C#N)C#N)(C(C(C(F)F)(F)F)(F)F)F (2-(2,2,3,3,4,4,5,5-octafluoropentyl)malononitrile), BrCCC(C)Br (1,3-dibromobutane), C([O-])([O-])=O.[K+].[K+] (potassium carbonate). Run in CS(=O)C (dimethyl sulfoxide). Reaction conditions: time 4 hour. Product: BrC(CCC(C#N)(C#N)CC(C(C(C(F)F)(F)F)(F)F)(F)F)C (2-(3-bromobutyl)-2-(2,2,3,3,4,4,5,5-octafluoropentyl)malononitrile). The yield is 57.8%. As a reaction SMILES: [F:1][C:2]([F:18])([C:9]([F:17])([F:16])[C:10]([F:15])([F:14])[CH:11]([F:13])[F:12])[CH2:3][CH:4]([C:7]#[N:8])[C:5]#[N:6].Br[CH2:20][CH2:21][CH:22]([Br:24])[CH3:23].C(=O)([O-])[O-].[K+].[K+].Cl>CS(C)=O>[Br:24][CH:22]([CH3:23])[CH2:21][CH2:20][C:4]([CH2:3][C:2]([F:18])([F:1])[C:9]([F:16])([F:17])[C:10]([F:14])([F:15])[CH:11]([F:13])[F:12])([C:7]#[N:8])[C:5]#[N:6] |f:2.3.4|. Procedure details: 1.4 g of 2-(2,2,3,3,4,4,5,5-octafluoropentyl)malononitrile and 2.2 g of 1,3-dibromobutane were dissolved in 10 ml of dimethyl sulfoxide, 0.83 g of potassium carbonate was added, and the mixture was stirred at room temperature for 4 hours. Thereafter, dilute hydrochloric acid was added to the reaction mixture, followed by extraction with methyl tert-butyl ether. The organic layer was washed successively with water, aqueous saturated sodium hydrogen carbonate and aqueous saturated sodium chloride,... The reactants are BrBr (Bromine), O(C1=CC=CC=C1)C1=CC=C(C=C1)NC(=S)N1N=C(N=C1N)NC1=CC=C(C=C1)S(N)(=O)=O (5-amino-3-(4-sulfamoyl-phenylamino)-[1,2,4]triazole-1-carbothioic acid (4-phenoxy-phenyl)-amide), BrBr (bromine). The solvent is ClCCl (dichloromethane), C(C)(=O)O (acetic acid). Run at time 18 hour. The product is NC1=NC(=NN1C=1SC2=C(N1)C=CC(=C2)OC2=CC=CC=C2)NC2=CC=C(C=C2)S(=O)(=O)N (4-[5-Amino-1-(6-phenoxy-benzothiazol-2-yl)-1H-[1,2,4]triazol-3-ylamino]-benzenesulfonamide). The yield is 7.0%. Reaction SMILES: BrBr.[O:3]([C:10]1[CH:15]=[CH:14][C:13]([NH:16][C:17]([N:19]2[C:23]([NH2:24])=[N:22][C:21]([NH:25][C:26]3[CH:31]=[CH:30][C:29]([S:32](=[O:35])(=[O:34])[NH2:33])=[CH:28][CH:27]=3)=[N:20]2)=[S:18])=[CH:12][CH:11]=1)[C:4]1[CH:9]=[CH:8][CH:7]=[CH:6][CH:5]=1>ClCCl.C(O)(=O)C>[NH2:24][C:23]1[N:19]([C:17]2[S:18][C:12]3[CH:11]=[C:10]([O:3][C:4]4[CH:5]=[CH:6][CH:7]=[CH:8][CH:9]=4)[CH:15]=[CH:14][C:13]=3[N:16]=2)[N:20]=[C:21]([NH:25][C:26]2[CH:31]=[CH:30][C:29]([S:32]([NH2:33])(=[O:34])=[O:35])=[CH:28][CH:27]=2)[N:22]=1. Reported procedure: Bromine (7 μl, 1 equivalent) was added to a stirred suspension of 5-amino-3-(4-sulfamoyl-phenylamino)-[1,2,4]triazole-1-carbothioic acid (4-phenoxy-phenyl)-amide in dichloromethane (3 ml). The reaction mixture was stirred at room temperature for 18 hours. A solution of bromine (7 μl) in acetic acid (1 ml) was then added to push the reaction to completion: the reaction mixture was stirred for a further four hours. A white solid precipitated and was removed by filtration to afford the title compou... Reactants: NCC1=C(C(=C2C(=N1)SC1=C2CCS(C1)=O)C1=CC=C(C=C1)OC)Cl (2-(aminomethyl)-3-chloro-4-(4-methoxyphenyl)-7-oxido-5,8-dihydro-6H-thiopyrano[4′,3′:4,5]thieno[2,3-b]pyridine), (R)-(−)-hydrogenphosphate-1,1′-bihaphthyl-2,2′-diyl. Solvent: CO (methanol). Conditions: temperature 25 celsius, time 5 minute. The product is NCC1=C(C(=C2C(=N1)SC1=C2CC[S@@](C1)=O)C1=CC=C(C=C1)OC)Cl ((S)-2-(aminomethyl)-3-chloro-4-(4-methoxyphenyl)-7-oxido-5,8-dihydro-6H-thiopyrano[4′,3′:4,5]thieno[2,3-b]pyridine), (R)-(−)-hydrogenphosphate-1,1′-binaphthyl-2,2′-diyl. The yield is 37.7%. As a reaction SMILES: [NH2:1][CH2:2][C:3]1[N:8]=[C:7]2[S:9][C:10]3[CH2:15][S:14](=[O:16])[CH2:13][CH2:12][C:11]=3[C:6]2=[C:5]([C:17]2[CH:22]=[CH:21][C:20]([O:23][CH3:24])=[CH:19][CH:18]=2)[C:4]=1[Cl:25]>CO>[NH2:1][CH2:2][C:3]1[N:8]=[C:7]2[S:9][C:10]3[CH2:15][S@@:14](=[O:16])[CH2:13][CH2:12][C:11]=3[C:6]2=[C:5]([C:17]2[CH:22]=[CH:21][C:20]([O:23][CH3:24])=[CH:19][CH:18]=2)[C:4]=1[Cl:25]. Reported procedure: To methanol heated to 60° C. (63 L) was added 2-(aminomethyl)-3-chloro-4-(4-methoxyphenyl)-7-oxido-5,8-dihydro-6H-thiopyrano[4′,3′:4,5]thieno[2,3-b]pyridine (6.5 kg) and the mixture was stirred for 5 minutes, followed by addition of (R)-(−)-hydrogenphosphate-1,1′-bihaphthyl-2,2′-diyl (3.455 kg). The mixture was stirred at 60° C. for 10 minutes, slowly cooled to 25° C. After stirring for 1 hours, crystals were filtered off and washed with methanol (13L). Methanol-ethanol (1:3, 63 L) was heated to... Procedure: 4-Fluoro-3-{[7-(2-methyl-2H-pyrazol-3-yl)-imidazo[1,2-a]pyridine-3-carbonyl]amino}-benzoic acid (step 2) (450 g, 1.19 mol), EDC.HCl (454.8 g, 2.372 mol) and HOBt (181.6 g, 1.186 mol) in DMF (3.2 L) at 25° C. were stirred for 1.5 hr. The reaction was monitored by HPLC. To the reaction mixture was dropwise added cis 2-(2,6-dimethyl-piperidin-1-yl)-ethylamine (222.5 g, 1.423 mol) over 10 min and stirring continued for 30 min. To the reaction mixture was dropwise an aqueous solution of Na2CO3 (5%, 6... Solvent: CN(C)C=O (DMF), O (Water). The product is C[C@@H]1N([C@@H](CCC1)C)CCNC(=O)C=1C=CC(=C(C1)NC(=O)C1=CN=C2N1C=CC(=C2)C2=CC=NN2C)F (N-(5-(2-(2,6-cis-dimethylpiperidin-1-yl)ethylcarbamoyl)-2-fluorophenyl)-7-(1-methyl-1H-pyrazol-5-yl)imidazo[1,2-a]pyridine-3-carboxamide). Reactants: C[C@@H]1N([C@@H](CCC1)C)CCN (cis 2-(2,6-dimethyl-piperidin-1-yl)-ethylamine), FC1=C(C=C(C(=O)O)C=C1)NC(=O)C1=CN=C2N1C=CC(=C2)C=2N(N=CC2)C (4-Fluoro-3-{[7-(2-methyl-2H-pyrazol-3-yl)-imidazo[1,2-a]pyridine-3-carbonyl]-amino}-benzoic acid), CCN=C=NCCCN(C)C.Cl (EDC.HCl), C=1C=CC2=C(C1)N=NN2O (HOBt), C(=O)([O-])[O-].[Na+].[Na+] (Na2CO3). Reaction SMILES: [F:1][C:2]1[CH:10]=[CH:9][C:5]([C:6]([OH:8])=O)=[CH:4][C:3]=1[NH:11][C:12]([C:14]1[N:18]2[CH:19]=[CH:20][C:21]([C:23]3[N:24]([CH3:28])[N:25]=[CH:26][CH:27]=3)=[CH:22][C:17]2=[N:16][CH:15]=1)=[O:13].CCN=C=NCCCN(C)C.Cl.C1C=CC2N(O)N=NC=2C=1.[CH3:51][C@H:52]1[CH2:57][CH2:56][CH2:55][C@@H:54]([CH3:58])[N:53]1[CH2:59][CH2:60][NH2:61].C([O-])([O-])=O.[Na+].[Na+]>CN(C=O)C.O>[CH3:51][C@H:52]1[CH2:57][CH2:56][CH2:55][C@@H:54]([CH3:58])[N:53]1[CH2:59][CH2:60][NH:61][C:6]([C:5]1[CH:9]=[CH:10][C:2]([F:1])=[C:3]([NH:11][C:12]([C:14]2[N:18]3[CH:19]=[CH:20][C:21]([C:23]4[N:24]([CH3:28])[N:25]=[CH:26][CH:27]=4)=[CH:22][C:17]3=[N:16][CH:15]=2)=[O:13])[CH:4]=1)=[O:8] |f:1.2,5.6.7|. Reaction conditions: temperature 70 celsius, time 30 minute.